The task is: describe an organic reaction: reactants, conditions, products, and yield. This data is from the Open Reaction Database (ORD), a public repository of structured organic reaction records. The reactants are OC1=C(OCC#N)C=CC=C1 (2-(2-hydroxyphenoxy)acetonitrile), ClC(C#N)C1=CC=CC=C1 (2-chloro-2-phenylacetonitrile), C([O-])([O-])=O.[K+].[K+] (potassium carbonate), ClC(C#N)C1=CC=CC=C1 (2-chloro-2-phenylacetonitrile), C([O-])([O-])=O.[K+].[K+] (potassium carbonate). Solvent: CC(=O)C (acetone). Product: C1(=CC=CC=C1)C(C#N)OC1=C(C=CC=C1)OCC#N (2-phenyl-2-(2-cyanomethoxyphenoxy)acetonitrile). Reaction SMILES: [OH:1][C:2]1[CH:11]=[CH:10][CH:9]=[CH:8][C:3]=1[O:4][CH2:5][C:6]#[N:7].Cl[CH:13]([C:16]1[CH:21]=[CH:20][CH:19]=[CH:18][CH:17]=1)[C:14]#[N:15].C(=O)([O-])[O-].[K+].[K+]>CC(C)=O>[C:16]1([CH:13]([O:1][C:2]2[CH:11]=[CH:10][CH:9]=[CH:8][C:3]=2[O:4][CH2:5][C:6]#[N:7])[C:14]#[N:15])[CH:21]=[CH:20][CH:19]=[CH:18][CH:17]=1 |f:2.3.4|. Procedure: A mixture of 2-(2-hydroxyphenoxy)acetonitrile (14.9 g., 0.1 mole), 2-chloro-2-phenylacetonitrile (15.2 g., 0.1 mole), finely powdered potassium carbonate (13.8 g., 0.1 mole) and 80 ml. of acetone is refluxed 3 hours. The mixture is then treated with 2-chloro-2-phenylacetonitrile (7.6 g., 0.05 mole) and potassium carbonate (6.9 g., 0.5 mole) and refluxed six hours. The mixture is filtered, the solids washed with acetone and the combined filtrate evaporated in vacuo to give an oil. Crystallization... The reactants are ClC(Cl)Cl, CC(C)(N)CN, O=S(=O)(Cl)c1ccccc1, c1ccncc1. Yields the product CC(C)(N)CNS(=O)(=O)c1ccccc1. RXN SMILES: [CH:17]([Cl:18])([Cl:19])[Cl:20].[NH2:1][CH2:2][C:3]([CH3:4])([CH3:5])[NH2:6].[c:7]1([S:13](=[O:14])(=[O:15])[Cl:16])[cH:8][cH:9][cH:10][cH:11][cH:12]1.[cH:21]1[cH:22][cH:23][n:24][cH:25][cH:26]1>>[NH:1]([CH2:2][C:3]([CH3:4])([CH3:5])[NH2:6])[S:13]([c:7]1[cH:8][cH:9][cH:10][cH:11][cH:12]1)(=[O:14])=[O:15]. Conditions: temperature 50 celsius. Reactants: FC=1C=C(C(=CC1)C1=C(C=CC(=C1)C=1N=C(N=NC1)SC)F)C#N (4,2′-difluoro-5′-(3-methylsulfanyl-[1,2,4]triazin-5-yl)biphenyl-2-carbonitrile), cuprous 3-methylsalicylate, FC1=CC=C(C=C1)B(O)O (4-fluorobenzeneboronic acid). Yields the product FC=1C=C(C(=CC1)C1=C(C=CC(=C1)C=1N=C(N=NC1)C1=CC=C(C=C1)F)F)C#N (4,2′-Difluoro-5′-[3-(4-fluorophenyl)-[1,2,4]triazin-5-yl]biphenyl-2-carbonitrile). The solvent is C1CCOC1 (THF), C(Cl)Cl (DCM). The reagents and catalysts are C=1C=CC(=CC1)[P](C=2C=CC=CC2)(C=3C=CC=CC3)[Pd]([P](C=4C=CC=CC4)(C=5C=CC=CC5)C=6C=CC=CC6)([P](C=7C=CC=CC7)(C=8C=CC=CC8)C=9C=CC=CC9)[P](C=1C=CC=CC1)(C=1C=CC=CC1)C=1C=CC=CC1 (tetrakis(triphenylphosphine)palladium(0)). Procedure: To a mixture of 4,2′-difluoro-5′-(3-methylsulfanyl-[1,2,4]triazin-5-yl)biphenyl-2-carbonitrile (0.11 g, 0.32 mmol), cuprous 3-methylsalicylate (0.153 g, 0.711 mmol) and 4-fluorobenzeneboronic acid (0.1 g, 0.711 mmol) in dry THF (8 ml) was added tetrakis(triphenylphosphine)palladium(0) (0.037 g, 0.032 mmol) and the mixture heated at 50° C. for 5 h. The reaction was allowed to cool to ambient temperature, diluted with DCM (20 ml) and filtered through a glass fibre filter. The dark brown solution w... RXN SMILES: [F:1][C:2]1[CH:3]=[C:4]([C:23]#[N:24])[C:5]([C:8]2[CH:13]=[C:12]([C:14]3[N:15]=[C:16](SC)[N:17]=[N:18][CH:19]=3)[CH:11]=[CH:10][C:9]=2[F:22])=[CH:6][CH:7]=1.[F:25][C:26]1[CH:31]=[CH:30][C:29](B(O)O)=[CH:28][CH:27]=1>C1COCC1.C(Cl)Cl.C1C=CC([P]([Pd]([P](C2C=CC=CC=2)(C2C=CC=CC=2)C2C=CC=CC=2)([P](C2C=CC=CC=2)(C2C=CC=CC=2)C2C=CC=CC=2)[P](C2C=CC=CC=2)(C2C=CC=CC=2)C2C=CC=CC=2)(C2C=CC=CC=2)C2C=CC=CC=2)=CC=1>[F:1][C:2]1[CH:3]=[C:4]([C:23]#[N:24])[C:5]([C:8]2[CH:13]=[C:12]([C:14]3[N:15]=[C:16]([C:29]4[CH:30]=[CH:31][C:26]([F:25])=[CH:27][CH:28]=4)[N:17]=[N:18][CH:19]=3)[CH:11]=[CH:10][C:9]=2[F:22])=[CH:6][CH:7]=1 |^1:46,48,67,86|. The reactants are C[C@]1(CN(CC1)[C@H](C(F)(F)F)C=1C=NC(=CC1)NN)NC(OC(C)(C)C)=O (tert-butyl (S)-3-methyl-1-((S)-2,2,2-trifluoro-1-(6-hydrazinylpyridin-3-yl)ethyl)pyrrolidin-3-ylcarbamate), FC=1C=C2C=CC(=NC2=C(C1)OC)C=O (6-fluoro-8-methoxyquinoline-2-carbaldehyde). Run in C(Cl)Cl (DCM). Reaction conditions: time 8 hour. Product: C[C@]1(CN(CC1)[C@H](C(F)(F)F)C=1C=NC(=CC1)N/N=C/C1=NC2=C(C=C(C=C2C=C1)F)OC)NC(OC(C)(C)C)=O (tert-butyl (S)-3-methyl-1-((S)-2,2,2-trifluoro-1-(6-((E)-2-((6-fluoro-8-methoxyquinolin-2-yl)methylene)hydrazinyl)pyridin-3-yl)ethyl)pyrrolidin-3-ylcarbamate). Isolated yield 76.4%. As a reaction SMILES: [CH3:1][C@:2]1([NH:20][C:21](=[O:27])[O:22][C:23]([CH3:26])([CH3:25])[CH3:24])[CH2:6][CH2:5][N:4]([C@@H:7]([C:12]2[CH:13]=[N:14][C:15]([NH:18][NH2:19])=[CH:16][CH:17]=2)[C:8]([F:11])([F:10])[F:9])[CH2:3]1.[F:28][C:29]1[CH:30]=[C:31]2[C:36](=[C:37]([O:39][CH3:40])[CH:38]=1)[N:35]=[C:34]([CH:41]=O)[CH:33]=[CH:32]2>C(Cl)Cl>[CH3:1][C@:2]1([NH:20][C:21](=[O:27])[O:22][C:23]([CH3:26])([CH3:25])[CH3:24])[CH2:6][CH2:5][N:4]([C@@H:7]([C:12]2[CH:13]=[N:14][C:15]([NH:18]/[N:19]=[CH:41]/[C:34]3[CH:33]=[CH:32][C:31]4[C:36](=[C:37]([O:39][CH3:40])[CH:38]=[C:29]([F:28])[CH:30]=4)[N:35]=3)=[CH:16][CH:17]=2)[C:8]([F:9])([F:10])[F:11])[CH2:3]1. Procedure details: To a solution of tert-butyl (S)-3-methyl-1-((S)-2,2,2-trifluoro-1-(6-hydrazinylpyridin-3-yl)ethyl)pyrrolidin-3-ylcarbamate (1.00 g, 2.57 mmol) in DCM (15 mL) was added 6-fluoro-8-methoxyquinoline-2-carbaldehyde (0.5269 g, 2.568 mmol) and the reaction mixture was stirred at ambient temperature overnight. The reaction was concentrated under reduced pressure and the residue purified by chromatography (C18, 300 g, 10% MeCN/water to 95% MeCN/water over 25 column volumes) to give tert-butyl (S)-3-meth... The reactants are CC(C)N(NC(=O)c1ccccc1)C(=O)COc1ccc(C#N)cc1Br, O=C([O-])[O-], CCc1ccccc1B(O)O, COCCOC, [Na+], [Na+]. Product: CCc1ccccc1-c1cc(C#N)ccc1OCC(=O)N(NC(=O)c1ccccc1)C(C)C. RXN SMILES: [Br:1][c:2]1[c:3]([O:4][CH2:5][C:6](=[O:7])[N:8]([NH:9][C:10]([c:11]2[cH:12][cH:13][cH:14][cH:15][cH:16]2)=[O:17])[CH:18]([CH3:19])[CH3:20])[cH:21][cH:22][c:23]([C:25]#[N:26])[cH:24]1.[C:27](=[O:28])([O-:29])[O-:30].[CH2:33]([CH3:34])[c:35]1[c:36]([B:41]([OH:42])[OH:43])[cH:37][cH:38][cH:39][cH:40]1.[CH3:44][O:45][CH2:46][CH2:47][O:48][CH3:49].[Na+:31].[Na+:32]>>[c:2]1(-[c:36]2[c:35]([CH2:33][CH3:34])[cH:40][cH:39][cH:38][cH:37]2)[c:3]([O:4][CH2:5][C:6](=[O:7])[N:8]([NH:9][C:10]([c:11]2[cH:12][cH:13][cH:14][cH:15][cH:16]2)=[O:17])[CH:18]([CH3:19])[CH3:20])[cH:21][cH:22][c:23]([C:25]#[N:26])[cH:24]1. The reactants are N1(CCOCC1)C1=CC=C(C=C1)NC(C1=CC(=C(C=C1)[N+](=O)[O-])[N+](=O)[O-])=O (N-(4-morpholinylphenyl)-3,4-dinitrobenzamide), N1(CCOCC1)C1=CC=C(C=O)C=C1 (4-morpholinylbenzaldehyde). Product: O1CCN(CC1)C1=CC=C(C=C1)NC(=O)C1=CC2=C(NC(=N2)C2=CC=C(C=C2)N2CCOCC2)C=C1 (N,2-bis(4-morpholinophenyl)-1H-benzo[d]imidazole-5-carboxamide). As a reaction SMILES: [N:1]1([C:7]2[CH:12]=[CH:11][C:10]([NH:13][C:14](=[O:27])[C:15]3[CH:20]=[CH:19][C:18]([N+:21]([O-])=O)=[C:17]([N+:24]([O-])=O)[CH:16]=3)=[CH:9][CH:8]=2)[CH2:6][CH2:5][O:4][CH2:3][CH2:2]1.[N:28]1([C:34]2[CH:41]=[CH:40][C:37]([CH:38]=O)=[CH:36][CH:35]=2)[CH2:33][CH2:32][O:31][CH2:30][CH2:29]1>>[O:4]1[CH2:5][CH2:6][N:1]([C:7]2[CH:12]=[CH:11][C:10]([NH:13][C:14]([C:15]3[CH:20]=[CH:19][C:18]4[NH:21][C:38]([C:37]5[CH:36]=[CH:35][C:34]([N:28]6[CH2:33][CH2:32][O:31][CH2:30][CH2:29]6)=[CH:41][CH:40]=5)=[N:24][C:17]=4[CH:16]=3)=[O:27])=[CH:9][CH:8]=2)[CH2:2][CH2:3]1. Procedure details: Compound 211 was prepared according to the procedure similar to that described in Scheme III from N-(4-morpholinylphenyl)-3,4-dinitrobenzamide and 4-morpholinylbenzaldehyde. [M+H]+ calcd for C28H29N5O3: 484.23; found: 483.92.